Dataset: the Open Reaction Database (ORD), a public repository of structured organic reaction records. Task: describe an organic reaction: reactants, conditions, products, and yield Starting materials: N1CCC(CC1)ON (O-Piperidin-4-yl-hydroxylamine), C(=O)(OC(C)(C)C)N1C(CCCC1)=O (boc-piperidinone), NaOAc.3H2O. Run in C(C)O (ethanol). Reaction conditions: temperature 70 celsius. Yields the product C(C)(C)(C)OC(=O)N1CCC(CC1)=NOC1CCNCC1 (4-(Piperidin-4-yloxyimino)-piperidine-1-carboxylic acid tert-butyl ester). Reaction SMILES: [NH:1]1[CH2:6][CH2:5][CH:4]([O:7][NH2:8])[CH2:3][CH2:2]1.[C:9]([N:16]1[CH2:21][CH2:20][CH2:19][CH2:18][C:17]1=O)([O:11][C:12]([CH3:15])([CH3:14])[CH3:13])=[O:10]>C(O)C>[C:12]([O:11][C:9]([N:16]1[CH2:21][CH2:20][C:19](=[N:8][O:7][CH:4]2[CH2:5][CH2:6][NH:1][CH2:2][CH2:3]2)[CH2:18][CH2:17]1)=[O:10])([CH3:15])([CH3:13])[CH3:14]. Procedure details: 1.16 g (10 mmol) of crude 70b in 20 mL of ethanol was treated with boc-piperidinone (1.99 g, 10 mmol) and NaOAc.3H2O (2.04 g, 15 mmol). The reaction was heated up to 70° C. overnight. The ethanol was evaporated to 3 mL and the solution was diluted with water and a fine precipitate was filtered. The solid was dissolved in DCM, dried and concentrated to give 0.65 g of solid. The filtrate was extracted with ethyl acetate 3 times, dried and combined with the solid to give 1.1 g of crude 70c. Starting materials: C1CCOC1, CCOC(=O)C=Cc1ccc(Oc2c(-c3ccccc3)c(COC)cc3ccccc23)cc1, CCO, [Na+], [OH-]. Yields the product COCc1cc2ccccc2c(Oc2ccc(C=CC(=O)O)cc2)c1-c1ccccc1. As a reaction SMILES: [CH2:36]1[O:37][CH2:38][CH2:39][CH2:40]1.[CH3:1][O:2][CH2:3][c:4]1[c:5](-[c:28]2[cH:29][cH:30][cH:31][cH:32][cH:33]2)[c:6]([O:14][c:15]2[cH:16][cH:17][c:18]([CH:21]=[CH:22][C:23](=[O:24])[O:25][CH2:26][CH3:27])[cH:19][cH:20]2)[c:7]2[cH:8][cH:9][cH:10][cH:11][c:12]2[cH:13]1.[CH3:41][CH2:42][OH:43].[Na+:35].[OH-:34]>>[CH3:1][O:2][CH2:3][c:4]1[c:5](-[c:28]2[cH:29][cH:30][cH:31][cH:32][cH:33]2)[c:6]([O:14][c:15]2[cH:16][cH:17][c:18]([CH:21]=[CH:22][C:23](=[O:24])[OH:25])[cH:19][cH:20]2)[c:7]2[cH:8][cH:9][cH:10][cH:11][c:12]2[cH:13]1. The reactants are BrC1=C(C=C(C(=O)O)C=C1)C (4-Bromo-3-methylbenzoic acid), C(C(=O)Cl)(=O)Cl (oxalyl chloride), CC(C)([O-])C.[K+] (potassium tert-butoxide), CN(C)C=O (DMF), C(C(=O)Cl)(=O)Cl (oxalyl chloride). The solvent is O (water), C1CCOC1 (THF), ClCCl (dichloromethane). Reaction conditions: time 20 minute. Yields the product C(C)(C)(C)OC(C1=CC(=C(C=C1)Br)C)=O (4-Bromo-3-methyl-benzoic acid tert-butyl ester). RXN SMILES: [Br:1][C:2]1[CH:10]=[CH:9][C:5]([C:6]([OH:8])=[O:7])=[CH:4][C:3]=1[CH3:11].CN(C=O)C.C(Cl)(=O)C(Cl)=O.[CH3:23][C:24]([CH3:27])([O-])[CH3:25].[K+]>ClCCl.C1COCC1.O>[C:24]([O:7][C:6](=[O:8])[C:5]1[CH:9]=[CH:10][C:2]([Br:1])=[C:3]([CH3:11])[CH:4]=1)([CH3:27])([CH3:25])[CH3:23] |f:3.4|. Procedure details: 4-Bromo-3-methylbenzoic acid (3.5 g, 16.27 mmol) was suspended in anhydrous dichloromethane (25 mL) under argon. DMF (0.5 mL) was added and followed by addition of oxalyl chloride (1.7 mL) at room temperature. The reaction mixture was stirred at room temperature for 20 min. and oxalyl chloride (0.5 mL) was added dropwise. The mixture was then stirred at room temperature for further 2 h. Solvent was evaporated. The residue was dissolved in anhydrous THF (25 mL) and cooled in an ice-bath. A soluti... The reactants are C(C1=CC=CC=C1)N1C2=C(N=C3C(C1=O)CCC3)C=C(C=C2)[N+](=O)[O-] (9-benzyl-6-nitro-2,3,9,10a-tetrahydrobenzo[b]cyclopenta[e][1,4]diazepin-10(1H)-one). The solvent is C(C)OCC (diethyl ether). The product is C(C1=CC=CC=C1)N1C2=C(N[C@H]3[C@@H](C1=O)CCC3)C=C(C=C2)[N+](=O)[O-] ((3aR*,10aS*)-9-Benzyl-6-nitro-2,3,3a,4,9,10a-hexahydrobenzo[b]cyclopenta[e][1,4]diazepin-10(1H)-one). Yield: 89.0%. Reaction SMILES: [CH2:1]([N:8]1[C:14](=[O:15])[CH:13]2[CH2:16][CH2:17][CH2:18][C:12]2=[N:11][C:10]2[CH:19]=[C:20]([N+:23]([O-:25])=[O:24])[CH:21]=[CH:22][C:9]1=2)[C:2]1[CH:7]=[CH:6][CH:5]=[CH:4][CH:3]=1>C(OCC)C>[CH2:1]([N:8]1[C:14](=[O:15])[C@H:13]2[CH2:16][CH2:17][CH2:18][C@H:12]2[NH:11][C:10]2[CH:19]=[C:20]([N+:23]([O-:25])=[O:24])[CH:21]=[CH:22][C:9]1=2)[C:2]1[CH:3]=[CH:4][CH:5]=[CH:6][CH:7]=1. Procedure details: Employing 9-benzyl-6-nitro-2,3,9,10a-tetrahydrobenzo[b]cyclopenta[e][1,4]diazepin-10(1H)-one, the titled compound was synthesized by substantially the same procedure as in Reference Example 15. Yield 89%. m.p.174°-176° C. (diethyl ether).